describe an organic reaction: reactants, conditions, products, and yield From a dataset of the Open Reaction Database (ORD), a public repository of structured organic reaction records. The reactants are C, CC(C)(C)OC(=O)c1ccc(-c2ccccc2)cc1NC(=O)c1cc(N2CCC(O)CC2)ccc1OCc1ccccc1, CO, CCOC(C)=O, [Pd]. Yields the product CC(C)(C)OC(=O)c1ccc(-c2ccccc2)cc1NC(=O)c1cc(N2CCC(O)CC2)ccc1O. RXN SMILES: [C:52].[CH2:1]([c:2]1[cH:3][cH:4][cH:5][cH:6][cH:7]1)[O:8][c:9]1[c:10]([C:11](=[O:12])[NH:13][c:14]2[c:15]([C:16](=[O:17])[O:18][C:19]([CH3:20])([CH3:21])[CH3:22])[cH:23][cH:24][c:25](-[c:27]3[cH:28][cH:29][cH:30][cH:31][cH:32]3)[cH:26]2)[cH:33][c:34]([N:37]2[CH2:38][CH2:39][CH:40]([OH:43])[CH2:41][CH2:42]2)[cH:35][cH:36]1.[CH3:44][OH:45].[CH3:46][CH2:47][O:48][C:49](=[O:50])[CH3:51].[Pd:53]>>[OH:8][c:9]1[c:10]([C:11](=[O:12])[NH:13][c:14]2[c:15]([C:16](=[O:17])[O:18][C:19]([CH3:20])([CH3:21])[CH3:22])[cH:23][cH:24][c:25](-[c:27]3[cH:28][cH:29][cH:30][cH:31][cH:32]3)[cH:26]2)[cH:33][c:34]([N:37]2[CH2:38][CH2:39][CH:40]([OH:43])[CH2:41][CH2:42]2)[cH:35][cH:36]1. Starting materials: C1(CCCCC1)P(C1=C(C=CC=C1)C1=C(C=C(C=C1C(C)C)C(C)C)C(C)C)C1CCCCC1 (2-(dicyclohexylphosphino)-2′,4′,6′-triisopropylbiphenyl), C(C)(C)(C)[Si](OCC1=CC(=CC(=C1)B1OC(C(O1)(C)C)(C)C)[N+](=O)[O-])(C)C (tert-butyl(dimethyl){[3-nitro-5-(4,4,5,5-tetramethyl-1,3,2-dioxaborolan-2-yl)benzyl]oxy}silane), BrC1=CN=C(S1)[C@@]1(CC([C@H](CC1)C(=O)OC)(C)C)O (methyl (1S,4R)-4-(5-bromo-1,3-thiazol-2-yl)-4-hydroxy-2,2-dimethylcyclohexanecarboxylate), C([O-])([O-])=O.[Cs+].[Cs+] (cesium carbonate). Reagents/catalysts: C=1C=CC(=CC1)/C=C/C(=O)/C=C/C2=CC=CC=C2.C=1C=CC(=CC1)/C=C/C(=O)/C=C/C2=CC=CC=C2.C=1C=CC(=CC1)/C=C/C(=O)/C=C/C2=CC=CC=C2.[Pd].[Pd] (tris(dibenzylideneacetone)dipalladium(0)). Run in O1CCOCC1 (dioxane), O (water). Conditions: temperature 100 celsius, time 15 hour. The product is [Si](C)(C)(C(C)(C)C)OCC=1C=C(C=C(C1)[N+](=O)[O-])C1=CN=C(S1)[C@@]1(CC([C@H](CC1)C(=O)OC)(C)C)O (methyl (1S,4R)-4-{5-[3-({[tert-butyl(dimethyl)silyl]oxy}methyl)-5-nitrophenyl]-1,3-thiazol-2-yl}-4-hydroxy-2,2-dimethylcyclohexanecarboxylate). The yield is 54305.6%. RXN SMILES: [C:1]([Si:5]([CH3:27])([CH3:26])[O:6][CH2:7][C:8]1[CH:13]=[C:12](B2OC(C)(C)C(C)(C)O2)[CH:11]=[C:10]([N+:23]([O-:25])=[O:24])[CH:9]=1)([CH3:4])([CH3:3])[CH3:2].Br[C:29]1[S:33][C:32]([C@@:34]2([OH:46])[CH2:39][CH2:38][C@H:37]([C:40]([O:42][CH3:43])=[O:41])[C:36]([CH3:45])([CH3:44])[CH2:35]2)=[N:31][CH:30]=1.C(=O)([O-])[O-].[Cs+].[Cs+].C1(P(C2CCCCC2)C2C=CC=CC=2C2C(C(C)C)=CC(C(C)C)=CC=2C(C)C)CCCCC1>O1CCOCC1.O.C1C=CC(/C=C/C(/C=C/C2C=CC=CC=2)=O)=CC=1.C1C=CC(/C=C/C(/C=C/C2C=CC=CC=2)=O)=CC=1.C1C=CC(/C=C/C(/C=C/C2C=CC=CC=2)=O)=CC=1.[Pd].[Pd]>[Si:5]([O:6][CH2:7][C:8]1[CH:13]=[C:12]([C:29]2[S:33][C:32]([C@@:34]3([OH:46])[CH2:39][CH2:38][C@H:37]([C:40]([O:42][CH3:43])=[O:41])[C:36]([CH3:44])([CH3:45])[CH2:35]3)=[N:31][CH:30]=2)[CH:11]=[C:10]([N+:23]([O-:25])=[O:24])[CH:9]=1)([C:1]([CH3:2])([CH3:3])[CH3:4])([CH3:26])[CH3:27] |f:2.3.4,8.9.10.11.12|. Procedure details: To a stirring solution of the product of Step 2 (7.91 g, 20.1 mmol) in dioxane (30 mL) and water (4 mL) was added methyl (1S,4R)-4-(5-bromo-1,3-thiazol-2-yl)-4-hydroxy-2,2-dimethylcyclohexanecarboxylate (5 g, 14.4 mmol) and cesium carbonate (14 g, 43.1 mmol). The solution was deoxygenated, then tris(dibenzylideneacetone)dipalladium(0) (0.66 g, 0.72 mmol) and 2-(dicyclohexylphosphino)-2′,4′,6′-triisopropylbiphenyl (0.68 g, 1.44 mmol) were added and the mixture was stirred at 100° C. for 15 h. The... Reactants: [OH-].[Na+] (Sodium hydroxide), C(C)OC([C@H](CC1=CC=CC=C1)NC(=O)C1=CC=2C(=CN=C(C2)Cl)N1)=O (2-(S)-[(5-Chloro-1H-pyrrolo[2,3-c]pyridine-2-carbonyl)amino]-3-phenylpropionic acid ethyl ester). Run in C1CCOC1 (THF). Run at time 16 hour. Yields the product ClC=1C=C2C(=CN1)NC(=C2)C(=O)N[C@H](C(=O)O)CC2=CC=CC=C2 (2-(S)-[(5-Chloro-1H-pyrrolo[2,3-c]pyridine-2-carbonyl)amino]-3-phenylpropionic acid). Reaction SMILES: [OH-].[Na+].C([O:5][C:6](=[O:28])[C@@H:7]([NH:15][C:16]([C:18]1[NH:27][C:21]2=[CH:22][N:23]=[C:24]([Cl:26])[CH:25]=[C:20]2[CH:19]=1)=[O:17])[CH2:8][C:9]1[CH:14]=[CH:13][CH:12]=[CH:11][CH:10]=1)C>C1COCC1>[Cl:26][C:24]1[CH:25]=[C:20]2[CH:19]=[C:18]([C:16]([NH:15][C@@H:7]([CH2:8][C:9]3[CH:14]=[CH:13][CH:12]=[CH:11][CH:10]=3)[C:6]([OH:28])=[O:5])=[O:17])[NH:27][C:21]2=[CH:22][N:23]=1 |f:0.1|. Reported procedure: Sodium hydroxide solution (2.5 mL,2M, 5.1 mmol) was added to a solution of 2-(S)-[(5-chloro-1H-pyrrolo[2,3-c]pyridine-2-carbonyl)amino]-3-phenylpropionic acid ethyl ester (EXAMPLE 41, 940 mg, 2.5 mmol) in THF (30 mL) and the reaction mixture was stirred at rt for 16 h. The solvent was removed in vacuo and the solid partitioned between hydrochloric acid (2M, 40 mL) and ethyl acetate (3×40 mL). The combined organic fractions were dried (MgSO4) and concentrated in vacuo to give the title compound a... Reactants: C(C)OC1=CC2=C(N=C(N2)S)C=C1 (5-Ethoxy-2-mercaptobenzimidazole), CC(C)([O-])C.[K+] (Potassium tert-butoxide), Br.BrC(CBr)C1=NC=CC=C1 (2-(1,2-dibromoethyl)pyridine hydrobromide). The solvent is CC(C)(C)O (2-methylpropan-2-ol). Run at time 1 hour. Product: C(C)OC1=CC2=C(N3C(=N2)SC(C3)C3=NC=CC=C3)C=C1 (7-Ethoxy-2,3-dihydro-2-(2-pyridyl)thiazolo[3,2-a]benzimidazole). RXN SMILES: [CH2:1]([O:3][C:4]1[CH:13]=[CH:12][C:7]2[N:8]=[C:9]([SH:11])[NH:10][C:6]=2[CH:5]=1)[CH3:2].CC(C)([O-])C.[K+].Br.Br[CH:22]([C:25]1[CH:30]=[CH:29][CH:28]=[CH:27][N:26]=1)[CH2:23]Br>CC(O)(C)C>[CH2:1]([O:3][C:4]1[CH:13]=[CH:12][C:7]2[N:8]3[CH2:23][CH:22]([C:25]4[CH:30]=[CH:29][CH:28]=[CH:27][N:26]=4)[S:11][C:9]3=[N:10][C:6]=2[CH:5]=1)[CH3:2] |f:1.2,3.4|. Procedure details: 5-Ethoxy-2-mercaptobenzimidazole (6.03 g) was suspended in 2-methylpropan-2-ol (100 ml) at 50° C. Potassium tert-butoxide (3.48 g) was added and the mixture stirred for 1 hour. The temperature was allowed to fall to 35° C. and 2-(1,2-dibromoethyl)pyridine hydrobromide (10.76 g) was added. The resulting mixture was stirred for 1 hour at 35° C. and then 2 hours at reflux. Starting materials: NC1=CC=C(C=C1)C=1N(C2=CC=CC=C2C1)C(=O)N (2-(4-amino-phenyl)-indole-1-carboxylic acid amide), C1(=CC(=CC=C1)C(=O)O)C (m-toluic acid). Reagents/catalysts: CN(C)C=1C=CN=CC1 (DMAP). Solvent: ClCCCl (DCE), C(CCl)Cl (EDC), C(C)(=O)OCC (ethyl acetate). Reaction conditions: temperature 60 celsius. Product: CC=1C=C(C(=O)NC2=CC=C(C=C2)C=2N(C3=CC=CC=C3C2)C(=O)N)C=CC1 (2-{4-[(3-methylbenzoyl)amino]phenyl}-1H-indole-1-carboxamide). RXN SMILES: [NH2:1][C:2]1[CH:7]=[CH:6][C:5]([C:8]2[N:9]([C:17]([NH2:19])=[O:18])[C:10]3[C:15]([CH:16]=2)=[CH:14][CH:13]=[CH:12][CH:11]=3)=[CH:4][CH:3]=1.[C:20]1([CH3:29])[CH:25]=[CH:24][CH:23]=[C:22]([C:26](O)=[O:27])[CH:21]=1>ClCCCl.CN(C1C=CN=CC=1)C.C(OCC)(=O)C>[CH3:29][C:20]1[CH:21]=[C:22]([CH:23]=[CH:24][CH:25]=1)[C:26]([NH:1][C:2]1[CH:7]=[CH:6][C:5]([C:8]2[N:9]([C:17]([NH2:19])=[O:18])[C:10]3[C:15]([CH:16]=2)=[CH:14][CH:13]=[CH:12][CH:11]=3)=[CH:4][CH:3]=1)=[O:27]. Procedure: To the solution of 2-(4-amino-phenyl)-indole-1-carboxylic acid amide (125.5 mg, 0.5 mmol, 1 eq) and m-toluic acid (68.8 mg, 0.5 mmol, 1 eq) in anhydrous DCE (4 mL) was added DMAP (12.2 mg, 0.2 eq) and EDC (115.2 mg, 1.2 eq). The reaction mixture was heated at 60° C. for 1.5 hours. It was then cooled to room temperature, diluted with ethyl acetate, washed subsequently with aqueous NH4Cl, saturated aqueous NaHCO3, brine, and lastly dried with anhydrous sodium sulfate. The upper liquor was decanted... The reactants are C(C)(C)(C)OC(=O)N(C=1C(=NC(=CN1)Br)C(=O)OC)C(=O)OC(C)(C)C (methyl 3-[bis(tert-butoxycarbonyl)amino]-6-bromo-pyrazine-2-carboxylate), C(=O)([O-])[O-].[Na+].[Na+] (Na2CO3), CC1(OB(OC1(C)C)C=1CCN(CC1)C(=O)OC(C)(C)C)C (tert-butyl 4-(4,4,5,5-tetramethyl-1,3,2-dioxaborolan-2-yl)-3,6-dihydro-2H-pyridine-1-carboxylate), C(C)(C)(C)P(C1=CC=C(N(C)C)C=C1)C(C)(C)C (4-ditert-butylphosphanyl-N,N-dimethyl-aniline). The reagents and catalysts are Cl[Pd]Cl (dichloropalladium). Solvent: C1(=CC=CC=C1)C (toluene), O (water), C(C)(=O)OCC (ethyl acetate). Yields the product C(C)(C)(C)OC(=O)N(C=1C(=NC(=CN1)C=1CCN(CC1)C(=O)OC(C)(C)C)C(=O)OC)C(=O)OC(C)(C)C (methyl 3-[bis(tert-butoxycarbonyl)amino]-6-(1-tert-butoxycarbonyl-3,6-dihydro-2H-pyridin-4-yl)pyrazine-2-carboxylate). Isolated yield 97.6%. As a reaction SMILES: CC1(C)C(C)(C)OB([C:9]2[CH2:10][CH2:11][N:12]([C:15]([O:17][C:18]([CH3:21])([CH3:20])[CH3:19])=[O:16])[CH2:13][CH:14]=2)O1.C(P(C(C)(C)C)C1C=CC(N(C)C)=CC=1)(C)(C)C.[C:41]([O:45][C:46]([N:48]([C:60]([O:62][C:63]([CH3:66])([CH3:65])[CH3:64])=[O:61])[C:49]1[C:50]([C:56]([O:58][CH3:59])=[O:57])=[N:51][C:52](Br)=[CH:53][N:54]=1)=[O:47])([CH3:44])([CH3:43])[CH3:42].C([O-])([O-])=O.[Na+].[Na+]>C1(C)C=CC=CC=1.C(OCC)(=O)C.Cl[Pd]Cl.O>[C:63]([O:62][C:60]([N:48]([C:46]([O:45][C:41]([CH3:44])([CH3:43])[CH3:42])=[O:47])[C:49]1[C:50]([C:56]([O:58][CH3:59])=[O:57])=[N:51][C:52]([C:9]2[CH2:10][CH2:11][N:12]([C:15]([O:17][C:18]([CH3:19])([CH3:20])[CH3:21])=[O:16])[CH2:13][CH:14]=2)=[CH:53][N:54]=1)=[O:61])([CH3:66])([CH3:65])[CH3:64] |f:3.4.5|. Procedure details: A suspension of tert-butyl 4-(4,4,5,5-tetramethyl-1,3,2-dioxaborolan-2-yl)-3,6-dihydro-2H-pyridine-1-carboxylate (858 mg, 2.8 mmol), 4-ditert-butylphosphanyl-N,N-dimethyl-aniline; dichloropalladium (164 mg, 0.23 mmol), methyl 3-[bis(tert-butoxycarbonyl)amino]-6-bromo-pyrazine-2-carboxylate (1.0 g, 2.3 mmol), and Na2CO3 (490 mg, 4.6 mmol) under an atmosphere of nitrogen in toluene (15 mL) and water (2 mL) was heated to 95° C. for 2 h. The reaction mixture was diluted with ethyl acetate, washed wi... The reactants are C(C)(=O)OC(C)=O (acetic anhydride), C(C1=CC=CC=C1)O[C@H]1[C@H](OCC(C)CCC[C@@H](C)[C@H]2CC[C@H]3[C@@H]4CCC5CCCC[C@]5(C)[C@H]4CC[C@]23C)O[C@@H]([C@@H]([C@@H]1O)OCC1=CC=CC=C1)COC(C(C)(C)C)=O (Cholestanyl 2,4-di-O-Benzyl-6-O-pivaloyl-β-D-galactopyranoside), C1(=CC=CC=C1)C (toluene). The solvent is N1=CC=CC=C1 (pyridine). Conditions: time 1 hour. The product is C(C)(=O)O[C@@H]1[C@H]([C@H](OCC(C)CCC[C@@H](C)[C@H]2CC[C@H]3[C@@H]4CCC5CCCC[C@]5(C)[C@H]4CC[C@]23C)O[C@@H]([C@@H]1OCC1=CC=CC=C1)COC(C(C)(C)C)=O)OCC1=CC=CC=C1 (Cholestanyl 3-O-Acetyl-2,4-di-O-benzyl-6-O-pivaloyl-β-D-galactopyranoside). The yield is 85.4%. Reaction SMILES: [CH2:1]([O:8][C@@H:9]1[C@@H:42]([OH:43])[C@@H:41]([O:44][CH2:45][C:46]2[CH:51]=[CH:50][CH:49]=[CH:48][CH:47]=2)[C@@H:40]([CH2:52][O:53][C:54](=[O:59])[C:55]([CH3:58])([CH3:57])[CH3:56])[O:39][C@H:10]1[O:11][CH2:12][CH:13]([CH2:15][CH2:16][CH2:17][C@H:18]([C@@H:20]1[C@:37]2([CH3:38])[C@H:23]([C@H:24]3[C@H:34]([CH2:35][CH2:36]2)[C@:32]2([CH3:33])[CH:27]([CH2:28][CH2:29][CH2:30][CH2:31]2)[CH2:26][CH2:25]3)[CH2:22][CH2:21]1)[CH3:19])[CH3:14])[C:2]1[CH:7]=[CH:6][CH:5]=[CH:4][CH:3]=1.[C:60](OC(=O)C)(=[O:62])[CH3:61].C1(C)C=CC=CC=1>N1C=CC=CC=1>[C:60]([O:43][C@H:42]1[C@@H:41]([O:44][CH2:45][C:46]2[CH:51]=[CH:50][CH:49]=[CH:48][CH:47]=2)[C@@H:40]([CH2:52][O:53][C:54](=[O:59])[C:55]([CH3:57])([CH3:56])[CH3:58])[O:39][C@@H:10]([O:11][CH2:12][CH:13]([CH2:15][CH2:16][CH2:17][C@H:18]([C@@H:20]2[C@:37]3([CH3:38])[C@H:23]([C@H:24]4[C@H:34]([CH2:35][CH2:36]3)[C@:32]3([CH3:33])[CH:27]([CH2:28][CH2:29][CH2:30][CH2:31]3)[CH2:26][CH2:25]4)[CH2:22][CH2:21]2)[CH3:19])[CH3:14])[C@@H:9]1[O:8][CH2:1][C:2]1[CH:7]=[CH:6][CH:5]=[CH:4][CH:3]=1)(=[O:62])[CH3:61]. Procedure: Compound 27 (10 mg, 12.3 μmol) was dissolved in pyridine (1 mL). To the solution, acetic anhydride (0.5 mL) was added, and the mixture was stirred at the room temperature for 1 hour. The solvent was subjected to azeotropy with toluene, and the residue was purified with Sephadex LH-20 (CHCl3:MeOH=1:2) to obtain Compound 28 (9 mg, 85.4%). The reactants are ClC1=NC=NC(=C1)OCC#C (4-chloro-6-(2-propynyloxy)pyrimidine), C([O-])([O-])=O.[K+].[K+] (potassium carbonate), ClC1=C(C=CC=C1)O (2-chlorophenol), [Cl-].[NH4+] (ammonium chloride). The solvent is CN(C=O)C (N,N-dimethylformamide). Conditions: temperature 60 celsius, time 7 hour. The product is ClC1=C(OC2=NC=NC(=C2)OCC#C)C=CC=C1 (4-(2-chlorophenoxy)-6-(2-propynyloxy)pyrimidine). Yield: 46.0%. Reaction SMILES: Cl[C:2]1[CH:7]=[C:6]([O:8][CH2:9][C:10]#[CH:11])[N:5]=[CH:4][N:3]=1.C(=O)([O-])[O-].[K+].[K+].[Cl:18][C:19]1[CH:24]=[CH:23][CH:22]=[CH:21][C:20]=1[OH:25].[Cl-].[NH4+]>CN(C)C=O>[Cl:18][C:19]1[CH:24]=[CH:23][CH:22]=[CH:21][C:20]=1[O:25][C:2]1[CH:7]=[C:6]([O:8][CH2:9][C:10]#[CH:11])[N:5]=[CH:4][N:3]=1 |f:1.2.3,5.6|. Procedure: To 5 ml of N,N-dimethylformamide were added 0.2 g of 4-chloro-6-(2-propynyloxy)pyrimidine, 0.25 g of potassium carbonate, and 0.15 g of 2-chlorophenol, followed by stirring at 60° C. for 7 hours. The reaction mixture was then left for cooling to room temperature and poured into a saturated aqueous ammonium chloride solution, which was extracted three times with chloroform. The chloroform layers were combined, washed with diluted hydrochloric acid and then with water, and dried over anhydrous mag...